From a dataset of the Open Reaction Database (ORD), a public repository of structured organic reaction records. describe an organic reaction: reactants, conditions, products, and yield Reactants: NC=1C(=CC(=C(C1)S(=O)(=O)NCC=1C=NC=CC1)C)C (5-amino-2,4-dimethyl-N-(pyridin-3-ylmethyl)benzenesulfonamide), ClC1=C2C3=C(N=C(C2=CC=N1)Cl)C=CC(=C3)F (1,5-Dichloro-9-fluorobenzo[c]-2,6-naphthyridine), C[Si](C)(C)[N-][Si](C)(C)C.[Na+] (NaHMDS). Solvent: C1CCOC1 (THF). Conditions: temperature 0 celsius. Yields the product ClC1=NC=CC2=C(C=C3C(=C12)C=C(C=C3)F)NC=3C(=CC(=C(C3)S(=O)(=O)NCC=3C=NC=CC3)C)C (5-[(1-Chloro-9-fluorobenzo[h]isoquinolin-5-yl)amino]-2,4-dimethyl-N-(pyridin-3-ylmethyl)benzenesulfonamide). RXN SMILES: [NH2:1][C:2]1[C:3]([CH3:20])=[CH:4][C:5]([CH3:19])=[C:6]([S:8]([NH:11][CH2:12][C:13]2[CH:14]=[N:15][CH:16]=[CH:17][CH:18]=2)(=[O:10])=[O:9])[CH:7]=1.[Cl:21][C:22]1[N:31]=[CH:30][CH:29]=[C:28]2[C:23]=1[C:24]1[CH:36]=[C:35]([F:37])[CH:34]=[CH:33][C:25]=1N=[C:27]2Cl.[CH3:38][Si]([N-][Si](C)(C)C)(C)C.[Na+]>C1COCC1>[Cl:21][C:22]1[C:23]2[C:28](=[C:27]([NH:1][C:2]3[C:3]([CH3:20])=[CH:4][C:5]([CH3:19])=[C:6]([S:8]([NH:11][CH2:12][C:13]4[CH:14]=[N:15][CH:16]=[CH:17][CH:18]=4)(=[O:10])=[O:9])[CH:7]=3)[CH:38]=[C:25]3[CH:33]=[CH:34][C:35]([F:37])=[CH:36][C:24]3=2)[CH:29]=[CH:30][N:31]=1 |f:2.3|. Procedure details: To a solution of 5-amino-2,4-dimethyl-N-(pyridin-3-ylmethyl)benzenesulfonamide (300 mg, 1.0 mmol) and 1,5-dichloro-9-fluorobenzo[c]-2,6-naphthyridine (Example 1, Step 5) (250 mg, 0.94 mmol) in THF (4.7 mL) at 0° C. was added NaHMDS (2.8 mL, 1 M in THF, 2.8 mmol). The deep red solution was stirred at 0° C. for ten minutes and then quenched by the addition of sat. aq. NaHCO3 solution. The reaction was extracted with EtOAc and the organic extracts were dried over Na2SO4 and concentrated in vacuo. P... Starting materials: N1CCC(CC1)N1N=CC(=C1)C1=CC=2N(N=C1)C(=CN2)C=2C=C(C=CC2)NC(=O)NCC(F)(F)F (N-{3-[7-(1-piperidin-4-yl-1H-pyrazol-4-yl)imidazo[1,2-b]pyridazin-3-yl]phenyl}-N′-(2,2,2-trifluoroethyl)urea), N(=C=O)C=1C=NC=CC1 (3-isocyanatopyridine). Yields the product N1=CC(=CC=C1)NC(=O)N1CCC(CC1)N1N=CC(=C1)C1=CC=2N(N=C1)C(=CN2)C2=CC(=CC=C2)NC(=O)NCC(F)(F)F (N-Pyridin-3-yl-4-(4-{3-[3-({[(2,2,2-trifluoroethyl)amino]carbonyl}amino)phenyl]imidazo[1,2-b]pyridazin-7-yl}-1H-pyrazol-1-yl)piperidine-1-carboxamide). As a reaction SMILES: [NH:1]1[CH2:6][CH2:5][CH:4]([N:7]2[CH:11]=[C:10]([C:12]3[CH:17]=[N:16][N:15]4[C:18]([C:21]5[CH:22]=[C:23]([NH:27][C:28]([NH:30][CH2:31][C:32]([F:35])([F:34])[F:33])=[O:29])[CH:24]=[CH:25][CH:26]=5)=[CH:19][N:20]=[C:14]4[CH:13]=3)[CH:9]=[N:8]2)[CH2:3][CH2:2]1.[N:36]([C:39]1[CH:40]=[N:41][CH:42]=[CH:43][CH:44]=1)=[C:37]=[O:38]>>[N:41]1[CH:42]=[CH:43][CH:44]=[C:39]([NH:36][C:37]([N:1]2[CH2:6][CH2:5][CH:4]([N:7]3[CH:11]=[C:10]([C:12]4[CH:17]=[N:16][N:15]5[C:18]([C:21]6[CH:26]=[CH:25][CH:24]=[C:23]([NH:27][C:28]([NH:30][CH2:31][C:32]([F:33])([F:35])[F:34])=[O:29])[CH:22]=6)=[CH:19][N:20]=[C:14]5[CH:13]=4)[CH:9]=[N:8]3)[CH2:3][CH2:2]2)=[O:38])[CH:40]=1. Reported procedure: This compound was prepared by using procedures analogous to those described for the synthesis of Example 30 (Step 6) starting from N-{3-[7-(1-piperidin-4-yl-1H-pyrazol-4-yl)imidazo[1,2-b]pyridazin-3-yl]phenyl}-N′-(2,2,2-trifluoroethyl)urea and 3-isocyanatopyridine (Oakwood, Cat. No. 022077). LCMS (M+H)+: m/z=605.3.